Dataset: the Open Reaction Database (ORD), a public repository of structured organic reaction records. Task: describe an organic reaction: reactants, conditions, products, and yield As a reaction SMILES: [CH3:1][O:2][C:3]1[CH:12]=[CH:11][CH:10]=[C:9]2[C:4]=1[CH2:5][CH2:6][CH2:7][C:8]2=O.C[O:15][NH3+:16].[Cl-].C([O-])(=O)C.[Na+]>CO>[CH3:1][O:2][C:3]1[CH:12]=[CH:11][CH:10]=[C:9]2[C:4]=1[CH2:5][CH2:6][CH2:7]/[C:8]/2=[N:16]/[OH:15] |f:1.2,3.4|. Procedure: To a solution of 5-methoxy-3,4-dihydronaphthalen-1(2H)-one (200 mg, 1.14 mmol) and hydroxylamine methyl ether hydrochloride (284 mg, 3.40 mmol) in MeOH (5 mL) was added sodium acetate (279 mg, 3.40 mmol). The reaction mixture was heated at 60° C. for 1 h, cooled and partitioned between H2O and EtOAc. The organic layer was separated, dried over Na2SO4, filtered, and concentrated in vacuo to give Intermediate 34A (0.20 g, 1.1 mmol, 92% yield) which was used directly in the next step without furthe... Isolated yield 96.5%. Starting materials: COC1=C2CCCC(C2=CC=C1)=O (5-methoxy-3,4-dihydronaphthalen-1(2H)-one), CO[NH3+].[Cl-] (hydroxylamine methyl ether hydrochloride), C(C)(=O)[O-].[Na+] (sodium acetate). Run at temperature 60 celsius. Run in CO (MeOH). Yields the product COC1=C2CCC/C(/C2=CC=C1)=N/O ((Z)-5-Methoxy-3,4-dihydronaphthalen-1(2H)-one oxime). Reactants: N1(CCC2=CC=CC=C12)C1CN(CC1)C(=O)OC(C)(C)C (tert-Butyl 3-(indolin-1-yl)pyrrolidine-1-carboxylate), C1CC(=O)N(C1=O)Br (NBS). The solvent is CN(C)C=O (DMF), CN(C)C=O (DMF), O (water). Reaction conditions: time 3 hour. The product is BrC=1C=C2CCN(C2=CC1)C1CN(CC1)C(=O)OC(C)(C)C (tert-Butyl 3-(5-bromoindolin-1-yl)pyrrolidine-1-carboxylate). Isolated yield 96.9%. RXN SMILES: [N:1]1([CH:10]2[CH2:14][CH2:13][N:12]([C:15]([O:17][C:18]([CH3:21])([CH3:20])[CH3:19])=[O:16])[CH2:11]2)[C:9]2[C:4](=[CH:5][CH:6]=[CH:7][CH:8]=2)[CH2:3][CH2:2]1.C1C(=O)N([Br:29])C(=O)C1>CN(C=O)C.O>[Br:29][C:6]1[CH:5]=[C:4]2[C:9](=[CH:8][CH:7]=1)[N:1]([CH:10]1[CH2:14][CH2:13][N:12]([C:15]([O:17][C:18]([CH3:21])([CH3:20])[CH3:19])=[O:16])[CH2:11]1)[CH2:2][CH2:3]2. Procedure: A solution of compound 2 (4.15 g, 14.390 mmol) in dry DMF (30 mL) was treated with NBS (2.56 g, 14.390 mmol) in dry DMF (20 mL) at 0° C. and resulting solution was stirred at same temperature for 3 h. The reaction was diluted with water (150 mL) and product was extracted into ethyl acetate (3×30 mL). The combined ethyl acetate layer was washed with water (2×25 mL), brine (25 mL) and dried (Na2SO4). Solvent was evaporated and crude was purified by column chromatography (ethyl acetate:hexanes, 1:4... The reactants are FC(S(=O)(=O)OCC(F)F)(F)F (2,2-difluoroethyl trifluoromethanesulfonate), C([O-])([O-])=O.[Cs+].[Cs+] (cesium carbonate), FC(COC1=C(N(C2=C1C(N(C(=C2)CC)CC(C2=CC=CC=C2)=O)=O)C)C(=O)OCC)F (ethyl 3-(2,2-difluoroethoxy)-6-ethyl-1-methyl-4-oxo-5-(2-oxo-2-phenylethyl)-4,5-dihydro-1H-pyrrolo[3,2-c]pyridine-2-carboxylate), Example 40. Product: FC(COC1=C(N(C2=C1C(N(C(=C2)CC)CC(C2=CC=CC=C2)=O)=O)C)C(=O)O)F (3-(2,2-difluoroethoxy)-6-ethyl-1-methyl-4-oxo-5-(2-oxo-2-phenylethyl)-4,5-dihydro-1H-pyrrolo[3,2-c]pyridine-2-carboxylic acid), FC(COC1=C(N(C2=C1C(N(C(=C2)CC)CC(C2=CC=CC=C2)=O)=O)C)C(=O)OCC)F (ethyl 3-(2,2-difluoroethoxy)-6-ethyl-1-methyl-4-oxo-5-(2-oxo-2-phenylethyl)-4,5-dihydro-1H-pyrrolo[3,2-c]pyridine-2-carboxylate). Yield: 83.0%. RXN SMILES: [F:1][CH:2]([F:32])[CH2:3][O:4][C:5]1[C:9]2[C:10](=[O:25])[N:11]([CH2:16][C:17](=[O:24])[C:18]3[CH:23]=[CH:22][CH:21]=[CH:20][CH:19]=3)[C:12]([CH2:14][CH3:15])=[CH:13][C:8]=2[N:7]([CH3:26])[C:6]=1[C:27]([O:29][CH2:30][CH3:31])=[O:28].FC(F)(F)S(OCC(F)F)(=O)=O.C(=O)([O-])[O-].[Cs+].[Cs+]>>[F:32][CH:2]([F:1])[CH2:3][O:4][C:5]1[C:9]2[C:10](=[O:25])[N:11]([CH2:16][C:17](=[O:24])[C:18]3[CH:23]=[CH:22][CH:21]=[CH:20][CH:19]=3)[C:12]([CH2:14][CH3:15])=[CH:13][C:8]=2[N:7]([CH3:26])[C:6]=1[C:27]([OH:29])=[O:28].[F:32][CH:2]([F:1])[CH2:3][O:4][C:5]1[C:9]2[C:10](=[O:25])[N:11]([CH2:16][C:17](=[O:24])[C:18]3[CH:23]=[CH:22][CH:21]=[CH:20][CH:19]=3)[C:12]([CH2:14][CH3:15])=[CH:13][C:8]=2[N:7]([CH3:26])[C:6]=1[C:27]([O:29][CH2:30][CH3:31])=[O:28] |f:2.3.4|. Procedure details: In the same manner as in Reference Example 56, ethyl 3-(2,2-difluoroethoxy)-6-ethyl-1-methyl-4-oxo-5-(2-oxo-2-phenylethyl)-4,5-dihydro-1H-pyrrolo[3,2-c]pyridine-2-carboxylate was obtained from the compound of Reference Example 40 (500 mg, 1.31 mmol), 2,2-difluoroethyl trifluoromethanesulfonate (336 mg, 1.57 mmol) and cesium carbonate (554 mg, 1.70 mmol). The title compound (314 mg, 83%) was obtained as a white powder from the thus-obtained ethyl 3-(2,2-difluoroethoxy)-6-ethyl-1-methyl-4-oxo-5-(2... Starting materials: C(=O)C=O (glyoxal), NC=1C=C(C=CC1N)C (3,4-diaminotoluene), C(C(O)S(=O)(=O)O)(O)S(=O)(=O)O (glyoxal-sodium bisulfite adduct). Solvent: O (water), O (water). Reaction conditions: temperature 60 celsius. The product is CC=1C=C2N=CC=NC2=CC1 (6-Methylquinoxaline). The yield is 77.8%. Reaction SMILES: [NH2:1][C:2]1[CH:3]=[C:4]([CH3:9])[CH:5]=[CH:6][C:7]=1[NH2:8].[CH:10](S(O)(=O)=O)(O)[CH:11](S(O)(=O)=O)O.C(C=O)=O>O>[CH3:9][C:4]1[CH:3]=[C:2]2[C:7](=[CH:6][CH:5]=1)[N:8]=[CH:11][CH:10]=[N:1]2. Procedure details: A solution of 3,4-diaminotoluene (Aldrich, 100 g, 0.82 mol) in 600 mL of hot water (temp. 70-75° C.) was added rapidly to a 60° C. slurry of glyoxal-sodium bisulfite adduct (Aldrich, 239.5 g, 0.9 mol, 1.1 eq) in 400 mL of water. The resulting dark-brown clear solution was heated at 60° C. for 1 hr, then 5 g (0.02 mol) of additional glyoxal adduct was added. The mixture was allowed to cool to r.t. and filtered through a paper filter. The filtrate was neutralized with 5 M aq. NaOH to pH 7.5-7.8 an...